Dataset: the Open Reaction Database (ORD), a public repository of structured organic reaction records. Task: describe an organic reaction: reactants, conditions, products, and yield Starting materials: Cl (hydrochloric acid), COC=1C=C(C=C(C1OC)OC)C1=CC=C(C(=O)N2CCC(CC2)CN(CC2CCN(CC2)C(C2=CC=C(C=C2)C2=CC(=C(C(=C2)OC)OC)OC)=O)C)C=C1 (N,N-bis[[1-[4-(3,4,5-trimethoxyphenyl)benzoyl]-4-piperidinyl]methyl]methylamine). Run in C(C)O (ethanol). Product: Cl.COC=1C=C(C=C(C1OC)OC)C1=CC=C(C(=O)N2CCC(CC2)CNC)C=C1 ([(1-[4-(3,4,5-Trimethoxyphenyl)benzoyl]-4-piperidinyl]methyl]methylamine Hydrochloride). As a reaction SMILES: [ClH:1].[CH3:2][O:3][C:4]1[CH:5]=[C:6]([C:14]2[CH:57]=[CH:56][C:17]([C:18]([N:20]3[CH2:25][CH2:24][CH:23]([CH2:26][N:27](C)[CH2:28]C4CCN(C(=O)C5C=CC(C6C=C(OC)C(OC)=C(OC)C=6)=CC=5)CC4)[CH2:22][CH2:21]3)=[O:19])=[CH:16][CH:15]=2)[CH:7]=[C:8]([O:12][CH3:13])[C:9]=1[O:10][CH3:11]>C(O)C>[ClH:1].[CH3:2][O:3][C:4]1[CH:5]=[C:6]([C:14]2[CH:57]=[CH:56][C:17]([C:18]([N:20]3[CH2:25][CH2:24][CH:23]([CH2:26][NH:27][CH3:28])[CH2:22][CH2:21]3)=[O:19])=[CH:16][CH:15]=2)[CH:7]=[C:8]([O:12][CH3:13])[C:9]=1[O:10][CH3:11] |f:3.4|. Reported procedure: Concentrated hydrochloric acid (0.045 ml; 0.54 mmol) was added to a solution of N,N-bis[[1-[4-(3,4,5-trimethoxyphenyl)benzoyl]-4-piperidinyl]methyl]methylamine (142 mg; 0.18 mmol) in ethanol (5 ml) and the reaction mixture was concentrated under reduced pressure. A process of adding ethanol (10 ml) to the residue and concentrating the mixture under reduced pressure was performed twice to obtain the title compound as a colorless amorphous powder. The reactants are CC(C)(C)OC(=O)N1CCC(ON2C(=O)c3ccccc3C2=O)CC1, ClCCl, NN, O. Yields the product CC(C)(C)OC(=O)N1CCC(ON)CC1. RXN SMILES: [C:1]([CH3:2])([CH3:3])([CH3:4])[O:5][C:6](=[O:7])[N:8]1[CH2:9][CH2:10][CH:11]([O:14][N:15]2[C:16](=[O:17])[c:18]3[c:19]([cH:20][cH:21][cH:22][cH:23]3)[C:24]2=[O:25])[CH2:12][CH2:13]1.[Cl:29][CH2:30][Cl:31].[NH2:27][NH2:28].[OH2:26]>>[C:1]([CH3:2])([CH3:3])([CH3:4])[O:5][C:6](=[O:7])[N:8]1[CH2:9][CH2:10][CH:11]([O:14][NH2:15])[CH2:12][CH2:13]1. Reactants: [Br-], [Cu]Br, CC(C)(C)ON=O, Cn1nc(-c2c(Cl)cc(Cl)c3nc(N)sc23)c(Cl)c1OC(F)F, [Na+]. The product is Cn1nc(-c2c(Cl)cc(Cl)c3nc(Br)sc23)c(Cl)c1OC(F)F. RXN SMILES: [Br-:25].[Cu:33][Br:34].[N:26]([O:27][C:28]([CH3:29])([CH3:30])[CH3:31])=[O:32].[NH2:1][c:2]1[s:3][c:4]2[c:5]([n:6]1)[c:7]([Cl:23])[cH:8][c:9]([Cl:22])[c:10]2-[c:11]1[n:12][n:13]([CH3:21])[c:14]([O:17][CH:18]([F:19])[F:20])[c:15]1[Cl:16].[Na+:24]>>[c:2]1([Br:25])[s:3][c:4]2[c:5]([n:6]1)[c:7]([Cl:23])[cH:8][c:9]([Cl:22])[c:10]2-[c:11]1[n:12][n:13]([CH3:21])[c:14]([O:17][CH:18]([F:19])[F:20])[c:15]1[Cl:16]. Reactants: CCCCCCN, CI, [Na+], [OH-], O, S=C=S. Yields the product CCCCCCNC(=S)SC. As a reaction SMILES: [CH2:1]([CH2:2][CH2:3][CH2:4][CH2:5][CH3:6])[NH2:7].[CH3:13][I:14].[Na+:9].[OH-:8].[OH2:15].[S:10]=[C:11]=[S:12]>>[CH2:1]([CH2:2][CH2:3][CH2:4][CH2:5][CH3:6])[NH:7][C:11]([S:10][CH3:13])=[S:12]. Starting materials: Cc1cc(O)c(Br)c(=O)n1Cc1ccncc1, C1CCOC1, OCc1ccc(F)cc1F, CC(C)OC(=O)N=NC(=O)OC(C)C, CN(C)C=O, c1ccc(P(c2ccccc2)c2ccccc2)cc1. Product: Cc1cc(OCc2ccc(F)cc2F)c(Br)c(=O)n1Cc1ccncc1. RXN SMILES: [Br:44][c:45]1[c:46](=[O:60])[n:47]([CH2:53][c:54]2[cH:55][cH:56][n:57][cH:58][cH:59]2)[c:48]([CH3:52])[cH:49][c:50]1[OH:51].[CH2:61]1[O:62][CH2:63][CH2:64][CH2:65]1.[F:1][c:2]1[c:3]([CH2:4][OH:5])[cH:6][cH:7][c:8]([F:10])[cH:9]1.[O:30]=[C:31]([O:32][CH:33]([CH3:34])[CH3:35])[N:36]=[N:37][C:38]([O:39][CH:40]([CH3:41])[CH3:42])=[O:43].[O:66]=[CH:67][N:68]([CH3:69])[CH3:70].[c:11]1([P:12]([c:13]2[cH:14][cH:15][cH:16][cH:17][cH:18]2)[c:19]2[cH:20][cH:21][cH:22][cH:23][cH:24]2)[cH:25][cH:26][cH:27][cH:28][cH:29]1>>[F:1][c:2]1[c:3]([CH2:4][O:5][c:50]2[c:45]([Br:44])[c:46](=[O:60])[n:47]([CH2:53][c:54]3[cH:55][cH:56][n:57][cH:58][cH:59]3)[c:48]([CH3:52])[cH:49]2)[cH:6][cH:7][c:8]([F:10])[cH:9]1. Starting materials: ice water, C(CCCC)[C@@H]1CC[C@H](CC1)CCC1=CC=C(C=C1)O (4-[2-(trans-4-pentylcyclohexyl)ethyl]phenol), BrBr (bromine). Run in ClCCl (dichloromethane), ClCCl (dichloromethane). Reaction conditions: time 1 hour. Product: BrC1=C(C=CC(=C1)CC[C@@H]1CC[C@H](CC1)CCCCC)O (2-bromo-4-[2-(trans-4-pentylcyclohexyl)ethyl]phenol). Isolated yield 97.8%. As a reaction SMILES: [CH2:1]([C@H:6]1[CH2:11][CH2:10][C@H:9]([CH2:12][CH2:13][C:14]2[CH:19]=[CH:18][C:17]([OH:20])=[CH:16][CH:15]=2)[CH2:8][CH2:7]1)[CH2:2][CH2:3][CH2:4][CH3:5].[Br:21]Br>ClCCl>[Br:21][C:18]1[CH:19]=[C:14]([CH2:13][CH2:12][C@H:9]2[CH2:8][CH2:7][C@H:6]([CH2:1][CH2:2][CH2:3][CH2:4][CH3:5])[CH2:11][CH2:10]2)[CH:15]=[CH:16][C:17]=1[OH:20]. Procedure: A solution of 2.7 g of 4-[2-(trans-4-pentylcyclohexyl)ethyl]phenol in absolute dichloromethane was treated dropwise at 0° C. with a solution of 1.6 g of bromine in 20 ml of absolute dichloromethane. The mixture was stirred for 1 hour and then poured into ice-water. The organic phase was separated and the aqueous phase was back-extracted three times with 50 ml of dichloromethane each time. The combined organic phases were washed with 50 ml of 2N sodium carbonate solution and several times with wa... As a reaction SMILES: [CH3:1][c:2]1[c:3]([C:26](=[O:27])[N:28]2[CH2:29][CH2:30][CH:31]([N:34]3[CH2:35][CH2:36][CH2:37][CH2:38]3)[CH2:32][CH2:33]2)[c:4]([O:18][S:19]([C:20]([F:21])([F:22])[F:23])(=[O:24])=[O:25])[n:5][c:6](-[c:8]2[cH:9][c:10]([C:14]([F:15])([F:16])[F:17])[cH:11][cH:12][cH:13]2)[cH:7]1.[CH3:39][O:40][c:41]1[cH:42][cH:43][c:44]([CH2:45][NH2:46])[cH:47][cH:48]1.[O-:50][C:51]([CH3:52])=[O:53].[O-:54][C:55]([CH3:56])=[O:57].[Pd+2:49]>>[CH3:1][c:2]1[c:3]([C:26](=[O:27])[N:28]2[CH2:29][CH2:30][CH:31]([N:34]3[CH2:35][CH2:36][CH2:37][CH2:38]3)[CH2:32][CH2:33]2)[c:4]([NH:46][CH2:45][c:44]2[cH:43][cH:42][c:41]([O:40][CH3:39])[cH:48][cH:47]2)[n:5][c:6](-[c:8]2[cH:9][c:10]([C:14]([F:15])([F:16])[F:17])[cH:11][cH:12][cH:13]2)[cH:7]1. The reactants are Cc1cc(-c2cccc(C(F)(F)F)c2)nc(OS(=O)(=O)C(F)(F)F)c1C(=O)N1CCC(N2CCCC2)CC1, COc1ccc(CN)cc1, CC(=O)[O-], CC(=O)[O-], [Pd+2]. The product is COc1ccc(CNc2nc(-c3cccc(C(F)(F)F)c3)cc(C)c2C(=O)N2CCC(N3CCCC3)CC2)cc1. Starting materials: C(O)([O-])=O.[Na+] (sodium hydrogen carbonate), C(C)(C)(C)OC(=O)N1CCC(=CC2=C1C=CC(=C2)C2=CC=C(C=C2)OCCC)C(=O)OC (methyl 1-(t-butoxycarbonyl)-7-(4-propoxyphenyl)-2,3-dihydro-1H-1-benzazepine-4-carboxylate), [OH-].[Na+] (sodium hydroxide), Cl (hydrochloric acid). Run in C(C)(=O)OCC (ethyl acetate). Conditions: temperature 100 celsius, time 30 minute. Yields the product C(CC)OC1=CC=C(C=C1)C=1C=CC2=C(C=C(CCN2)C(=O)OC)C1 (methyl 7-(4-propoxyphenyl)-2,3-dihydro-1H-1-benzazepine-4-carboxylate). Reaction SMILES: C(OC([N:8]1[C:14]2[CH:15]=[CH:16][C:17]([C:19]3[CH:24]=[CH:23][C:22]([O:25][CH2:26][CH2:27][CH3:28])=[CH:21][CH:20]=3)=[CH:18][C:13]=2[CH:12]=[C:11]([C:29]([O:31][CH3:32])=[O:30])[CH2:10][CH2:9]1)=O)(C)(C)C.Cl.[OH-].[Na+].C(=O)([O-])O.[Na+]>C(OCC)(=O)C>[CH2:26]([O:25][C:22]1[CH:21]=[CH:20][C:19]([C:17]2[CH:16]=[CH:15][C:14]3[NH:8][CH2:9][CH2:10][C:11]([C:29]([O:31][CH3:32])=[O:30])=[CH:12][C:13]=3[CH:18]=2)=[CH:24][CH:23]=1)[CH2:27][CH3:28] |f:2.3,4.5|. Procedure details: In a mixture of water:ethanol toluene (1:1:10, v/v. 42.0 ml) were dissolved 4-propoxyphenyl borate (746 mg) and methyl 7-bromo-1-(t-butoxycarbonyl)-2,3-dihydro-1H-1-benzazepine-4-carboxylate (1320 mg). To the solution was added potassium carbonate (1145 mg), and the mixture was stirred under argon atmosphere at room temperature for 30 minutes. To the mixture was added tetrakistriphenylphosphinepalladium (160 mg), and the mixture was heated to reflux under argon atmosphere for 14.5 hours. The mix...